From a dataset of the Open Reaction Database (ORD), a public repository of structured organic reaction records. describe an organic reaction: reactants, conditions, products, and yield Reactants: [N-]=[N+]=[N-].[Na+] (NaN3), N(=O)[O-].[Na+] (NaNO2), C(C)OC(=O)C1=C(N(C(=C1)C1=CC=C(C=C1)Cl)C1=CC=C(C=C1)N)C (1-(4-amino-phenyl)-5-(4-chloro-phenyl)-2-methyl-1H-pyrrole-3-carboxylic Acid Ethyl Ester). Run in O (water), O (water), Cl (HCl). Run at temperature 0 celsius, time 10 minute. The product is C(C)OC(=O)C1=C(N(C(=C1)C1=CC=C(C=C1)Cl)C1=CC=C(C=C1)N=[N+]=[N-])C (1-(4-azido-phenyl)-5-(4-chloro-phenyl)-2-methyl-1H-pyrrole-3-carboxylic Acid Ethyl Ester). As a reaction SMILES: N([O-])=O.[Na+].[CH2:5]([O:7][C:8]([C:10]1[CH:14]=[C:13]([C:15]2[CH:20]=[CH:19][C:18]([Cl:21])=[CH:17][CH:16]=2)[N:12]([C:22]2[CH:27]=[CH:26][C:25]([NH2:28])=[CH:24][CH:23]=2)[C:11]=1[CH3:29])=[O:9])[CH3:6].[N-:30]=[N+:31]=[N-].[Na+]>O.Cl>[CH2:5]([O:7][C:8]([C:10]1[CH:14]=[C:13]([C:15]2[CH:16]=[CH:17][C:18]([Cl:21])=[CH:19][CH:20]=2)[N:12]([C:22]2[CH:23]=[CH:24][C:25]([N:28]=[N+:30]=[N-:31])=[CH:26][CH:27]=2)[C:11]=1[CH3:29])=[O:9])[CH3:6] |f:0.1,3.4|. Reported procedure: A solution of NaNO2 (0.015 g, 0.216 mmol) in water (1.5 mL) was added to an ice-cold solution of Example 26 (0.075 g, 0.212 mmol) in HCl (3 mL, 37% w/v) over 10 minutes. A solution of NaN3 (0.138 g, 2.12 mmol) in water (0.5 mL) was added drop wise with stirring at 0° C. over 10 minutes, and the temperature of the mixture was allowed to rise to 25° C. After stirring for another 20 minutes at room temperature, the mixture was extracted with DCM (3×25 mL), and the combined organic extracts were dri... The reactants are NC1=C(C=C(C=C1)C)O (2-amino-5-methylphenol), C(=O)([O-])[O-].[K+].[K+] (K2CO3), BrC(C(=O)OCC)CBr (ethyl 2,3-dibromopropanoate). Run in CC(=O)C (acetone). Product: CC=1C=CC2=C(OC(CN2)C(=O)OCC)C1 (ethyl 7-methyl-3,4-dihydro-2H-benzo[b][1,4]oxazine-2-carboxylate). Yield: 47.3%. As a reaction SMILES: [NH2:1][C:2]1[CH:7]=[CH:6][C:5]([CH3:8])=[CH:4][C:3]=1[OH:9].C([O-])([O-])=O.[K+].[K+].Br[CH:17]([CH2:23]Br)[C:18]([O:20][CH2:21][CH3:22])=[O:19]>CC(C)=O>[CH3:8][C:5]1[CH:6]=[CH:7][C:2]2[NH:1][CH2:23][CH:17]([C:18]([O:20][CH2:21][CH3:22])=[O:19])[O:9][C:3]=2[CH:4]=1 |f:1.2.3|. Reported procedure: To a solution of 2-amino-5-methylphenol (10 g, 81.3 mmol) in acetone (150 mL) was added K2CO3 (24.5 g, 243.9 mmol) and ethyl 2,3-dibromopropanoate (23.3 g, 89.4 mmol). The mixture was heated at reflux for 16 h. The filtrate was concentrated in vacuo to give an oil. Purification by silica gel chromatography (hexane/ethyl acetate gradient) provided ethyl 7-methyl-3,4-dihydro-2H-benzo[b][1,4]oxazine-2-carboxylate (8.5 g, 47.3% yield). 1H NMR (400 MHz, CDCl3) δ 6.76 (d, J=0.8 Hz, 1H), 6.60 (dd, J=1....